Dataset: the Open Reaction Database (ORD), a public repository of structured organic reaction records. Task: describe an organic reaction: reactants, conditions, products, and yield Reactants: C1(=CC=CC=C1)SC=1C=C(C=CC1)C1OCCO1 (2-(3-phenylsulfanylphenyl)-[1,3]-dioxolane), Cl (hydrochloric acid). Solvent: C(C)#N (acetonitrile). Run at time 18 hour. Product: C1(=CC=CC=C1)SC=1C=C(C=O)C=CC1 (3-Phenylsulfanylbenzaldehyde). Reaction SMILES: [C:1]1([S:7][C:8]2[CH:9]=[C:10]([CH:14]3OCC[O:15]3)[CH:11]=[CH:12][CH:13]=2)[CH:6]=[CH:5][CH:4]=[CH:3][CH:2]=1.Cl>C(#N)C>[C:1]1([S:7][C:8]2[CH:9]=[C:10]([CH:11]=[CH:12][CH:13]=2)[CH:14]=[O:15])[CH:6]=[CH:5][CH:4]=[CH:3][CH:2]=1. Procedure: Combine 2-(3-phenylsulfanylphenyl)-[1,3]-dioxolane (0.3 g, 1.1 mmol) and acetonitrile (8.0 ml) add a solution of hydrochloric acid (1N, 2.0 ml). After 18 hours, concentrate in vacuum to remove most of the acetonitrile, dilute with water and extract with ether. Combine the organic extracts and wash once with saturated sodium bicarbonate, then with brine. Dry (Na2SO4) the organics, filter, and concentrated to give the title compound. Starting materials: [OH-].[Na+] (NaOH), O[C@@H]1C[C@H](NC1)C(=O)O (trans-4-Hydroxyproline), CO (MeOH), ClC(=O)OCC1=CC=CC=C1 (benzyl chloroformate), [OH-].[Na+] (NaOH). Run in ClCCl (Dichloromethane), O (water), C1(=CC=CC=C1)C (toluene), O (water). Run at temperature 0 celsius. The product is C(=O)(OCC1=CC=CC=C1)N1[C@H](C(=O)O)CC(C1)O (N-Cbz-4-hydroxyproline). As a reaction SMILES: [OH:1][C@H:2]1[CH2:6][NH:5][C@H:4]([C:7]([OH:9])=[O:8])[CH2:3]1.CO.Cl[C:13]([O:15][CH2:16][C:17]1[CH:22]=[CH:21][CH:20]=[CH:19][CH:18]=1)=[O:14].[OH-].[Na+]>O.C1(C)C=CC=CC=1.ClCCl>[C:13]([N:5]1[CH2:6][CH:2]([OH:1])[CH2:3][C@H:4]1[C:7]([OH:9])=[O:8])([O:15][CH2:16][C:17]1[CH:22]=[CH:21][CH:20]=[CH:19][CH:18]=1)=[O:14] |f:3.4|. Procedure details: trans-4-Hydroxyproline (27.5 g, 209.7 mmol) 7 was dissolved into 200 mL of 50% MeOH in water. This was then chilled on ice bath to 0° C. To this mixture was added 85.9 mL of benzyl chloroformate (0.252 mmol; 1.2 eq; 50% vol. in toluene) dropwise. Pellets of NaOH were added to maintain the pH at approximately 9-10 (monitored by litmus paper). The mixture was then allowed to warm to room temperature (22° C.). The mixture was allowed to stir over night at room temperature and the pH closely monitor...